From a dataset of the Open Reaction Database (ORD), a public repository of structured organic reaction records. describe an organic reaction: reactants, conditions, products, and yield Reactants: ClCC(=O)OCC (ethyl chloroacetate), C([O-])([O-])=O.[K+].[K+] (potassium carbonate), ClC1=CC=C(C=C1)C1=CNC(N1C1CC1)=O (5-(4-chlorophenyl)-1-cyclopropyl-1,3-dihydro-2H-imidazol-2-one). Run in C(C)#N (acetonitrile). Conditions: time 8 hour. Yields the product C(C)OC(CN1C(N(C(=C1)C1=CC=C(C=C1)Cl)C1CC1)=O)=O (Ethyl[4-(4-chlorophenyl)-3-cyclopropyl-2-oxo-2,3-dihydro-1H-imidazol-1-yl]-acetate). As a reaction SMILES: [Cl:1][C:2]1[CH:7]=[CH:6][C:5]([C:8]2[N:12]([CH:13]3[CH2:15][CH2:14]3)[C:11](=[O:16])[NH:10][CH:9]=2)=[CH:4][CH:3]=1.Cl[CH2:18][C:19]([O:21][CH2:22][CH3:23])=[O:20].C(=O)([O-])[O-].[K+].[K+]>C(#N)C>[CH2:22]([O:21][C:19](=[O:20])[CH2:18][N:10]1[CH:9]=[C:8]([C:5]2[CH:4]=[CH:3][C:2]([Cl:1])=[CH:7][CH:6]=2)[N:12]([CH:13]2[CH2:14][CH2:15]2)[C:11]1=[O:16])[CH3:23] |f:2.3.4|. Procedure: 740 mg (3.15 mmol) of 5-(4-chlorophenyl)-1-cyclopropyl-1,3-dihydro-2H-imidazol-2-one from Example 118A are dissolved in 15 ml acetonitrile and treated with 386 mg (3.15 mmol) of ethyl chloroacetate and 872 mg (6.31 mmol) of potassium carbonate. The mixture is stirred overnight under reflux. It is then concentrated, the residue is partitioned between dichloromethane and water, the organic phase is separated, and this is dried over sodium sulphate and again concentrated. The crude product is purif... Reactants: [Al+3], C1CCOC1, CCOC(=O)C1CCC(c2cc(F)c(F)c(F)c2)N1, [H-], [H-], [H-], [H-], [Li+], [Na+], [OH-], O. Yields the product OCC1CCC(c2cc(F)c(F)c(F)c2)N1. RXN SMILES: [Al+3:2].[CH2:29]1[O:30][CH2:31][CH2:32][CH2:33]1.[F:7][c:8]1[cH:9][c:10]([CH:16]2[CH2:17][CH2:18][CH:19]([C:21](=[O:22])[O:23][CH2:24][CH3:25])[NH:20]2)[cH:11][c:12]([F:15])[c:13]1[F:14].[H-:1].[H-:4].[H-:5].[H-:6].[Li+:3].[Na+:28].[OH-:27].[OH2:26]>>[F:7][c:8]1[cH:9][c:10]([CH:16]2[CH2:17][CH2:18][CH:19]([CH2:21][OH:22])[NH:20]2)[cH:11][c:12]([F:15])[c:13]1[F:14]. Yields the product O=[N+]([O-])c1cc(O)cc(C(F)(F)F)c1. RXN SMILES: [B:16]([Br:17])([Br:18])[Br:19].[CH3:1][O:2][c:3]1[cH:4][c:5]([N+:13](=[O:14])[O-:15])[cH:6][c:7]([C:9]([F:10])([F:11])[F:12])[cH:8]1.[Cl:20][CH:21]([Cl:22])[Cl:23]>>[OH:2][c:3]1[cH:4][c:5]([N+:13](=[O:14])[O-:15])[cH:6][c:7]([C:9]([F:10])([F:11])[F:12])[cH:8]1. Starting materials: BrB(Br)Br, COc1cc([N+](=O)[O-])cc(C(F)(F)F)c1, ClC(Cl)Cl. The reactants are CC(C)=O, COCC(OC(C)=O)C1CC(O)C2(C)CCC3C(CCC4=CC(=O)C=C(C)C43C)C12. Yields the product COCC(OC(C)=O)C1CC(=O)C2(C)CCC3C(CCC4=CC(=O)C=C(C)C43C)C12. Reaction SMILES: [CH3:31][C:32](=[O:33])[CH3:34].[OH:1][CH:2]1[C:3]2([CH3:4])[CH:5]([CH:6]([CH:8]([CH2:9][O:10][CH3:11])[O:12][C:13]([CH3:14])=[O:15])[CH2:7]1)[CH:16]1[CH2:17][CH2:18][C:19]3=[CH:20][C:21](=[O:30])[CH:22]=[C:23]([CH3:29])[C:24]3([CH3:25])[CH:26]1[CH2:27][CH2:28]2>>[O:1]=[C:2]1[C:3]2([CH3:4])[CH:5]([CH:6]([CH:8]([CH2:9][O:10][CH3:11])[O:12][C:13]([CH3:14])=[O:15])[CH2:7]1)[CH:16]1[CH2:17][CH2:18][C:19]3=[CH:20][C:21](=[O:30])[CH:22]=[C:23]([CH3:29])[C:24]3([CH3:25])[CH:26]1[CH2:27][CH2:28]2. Starting materials: CN(C)C=O, COC(=O)c1ccc(Cc2c[nH]c3ccc(C(=O)NCC4CCCC4)cc23)c(OC)c1, [H-], CI, [Na+]. The product is COC(=O)c1ccc(Cc2cn(C)c3ccc(C(=O)NCC4CCCC4)cc23)c(OC)c1. Reaction SMILES: [CH3:36][N:37]([CH3:38])[CH:39]=[O:40].[CH:1]1([CH2:6][NH:7][C:8](=[O:9])[c:10]2[cH:11][c:12]3[c:13]([CH2:19][c:20]4[c:21]([O:30][CH3:31])[cH:22][c:23]([C:24](=[O:25])[O:26][CH3:27])[cH:28][cH:29]4)[cH:14][nH:15][c:16]3[cH:17][cH:18]2)[CH2:2][CH2:3][CH2:4][CH2:5]1.[H-:32].[I:34][CH3:35].[Na+:33]>>[CH:1]1([CH2:6][NH:7][C:8](=[O:9])[c:10]2[cH:11][c:12]3[c:13]([CH2:19][c:20]4[c:21]([O:30][CH3:31])[cH:22][c:23]([C:24](=[O:25])[O:26][CH3:27])[cH:28][cH:29]4)[cH:14][n:15]([CH3:35])[c:16]3[cH:17][cH:18]2)[CH2:2][CH2:3][CH2:4][CH2:5]1. Reaction SMILES: [H-].[Al+3].[Li+].[H-].[H-].[H-].C1COCC1.[C:12]1([C:45]2[CH:50]=[CH:49][CH:48]=[CH:47][CH:46]=2)[CH:17]=[CH:16][CH:15]=[CH:14][C:13]=1[NH:18][C:19]([O:21][CH:22]1[CH2:27][CH2:26][N:25]([CH2:28][CH2:29][C:30]([NH:32][C:33]2[C:42]([CH3:43])=[CH:41][C:36]([C:37](OC)=[O:38])=[C:35]([CH3:44])[CH:34]=2)=[O:31])[CH2:24][CH2:23]1)=[O:20].[OH-].[Na+]>ClCCl.O>[OH:38][CH2:37][C:36]1[C:35]([CH3:44])=[CH:34][C:33]([NH:32][C:30]([CH2:29][CH2:28][N:25]2[CH2:24][CH2:23][CH:22]([O:21][C:19](=[O:20])[NH:18][C:13]3[CH:14]=[CH:15][CH:16]=[CH:17][C:12]=3[C:45]3[CH:46]=[CH:47][CH:48]=[CH:49][CH:50]=3)[CH2:27][CH2:26]2)=[O:31])=[C:42]([CH3:43])[CH:41]=1 |f:0.1.2.3.4.5,8.9|. Reaction conditions: temperature 0 celsius, time 30 minute. Run in O (water), ClCCl (Dichloromethane). Procedure details: To a stirred solution of 1M lithium aluminum hydride in THF (1.52 mL, 1.52 mmol) at 0° C. was added methyl 4-{3-[4-(biphenyl-2-ylcarbamoyloxy)piperidin-1-yl]propionylamino}-2,5-dimethylbenzoate (400 mg, 0.76 mmol). The resulting mixture was stirred at 0° C. for 30 minutes and then a 1:1 mixture of 1M aqueous sodium hydroxide (5 mL) and water (5 mL) was added and stirring was continued for 2 hours. Dichloromethane was added and the organic layer was separated, dried over sodium sulfate and the so... The reactants are [H-].[Al+3].[Li+].[H-].[H-].[H-] (lithium aluminum hydride), C1CCOC1 (THF), C1(=C(C=CC=C1)NC(=O)OC1CCN(CC1)CCC(=O)NC1=CC(=C(C(=O)OC)C=C1C)C)C1=CC=CC=C1 (methyl 4-{3-[4-(biphenyl-2-ylcarbamoyloxy)piperidin-1-yl]propionylamino}-2,5-dimethylbenzoate), [OH-].[Na+] (sodium hydroxide). The product is OCC1=CC(=C(C=C1C)NC(=O)CCN1CCC(CC1)OC(NC1=C(C=CC=C1)C1=CC=CC=C1)=O)C (biphenyl-2-ylcarbamic acid 1-[2-(4-hydroxymethyl-2,5-dimethylphenylcarbamoyl)-ethyl]piperidin-4-yl ester). Starting materials: CN(C)CC=1OC(=CC1)CSCCN (2-(2-Dimethylaminomethyl-5-furylmethylthio)ethylamine), [N+](=O)([O-])NC1=NC=C(C(N1)=O)CC1=CC(N(C=C1)CCN(C)C)=O (2-nitroamino-5-[1-(2-dimethylaminoethyl)-2-oxopyridin-4-yl-methyl]pyrimidin-4-one). The solvent is N1=CC=CC=C1 (pyridine). Product: CN(C)CC=1OC(=CC1)CSCCNC1=NC=C(C(N1)=O)CC1=CC(N(C=C1)CCN(C)C)=O (2-[2-(2-dimethylaminomethyl-5-furylmethylthio)ethylamino]-5-[1-(2-dimethylaminoethyl)-2-oxopyridin-4-ylmethyl]pyrimidin-4-one), maleate salt. RXN SMILES: [CH3:1][N:2]([CH2:4][C:5]1[O:6][C:7]([CH2:10][S:11][CH2:12][CH2:13][NH2:14])=[CH:8][CH:9]=1)[CH3:3].[N+](N[C:19]1[NH:24][C:23](=[O:25])[C:22]([CH2:26][C:27]2[CH:32]=[CH:31][N:30]([CH2:33][CH2:34][N:35]([CH3:37])[CH3:36])[C:29](=[O:38])[CH:28]=2)=[CH:21][N:20]=1)([O-])=O>N1C=CC=CC=1>[CH3:3][N:2]([CH2:4][C:5]1[O:6][C:7]([CH2:10][S:11][CH2:12][CH2:13][NH:14][C:19]2[NH:24][C:23](=[O:25])[C:22]([CH2:26][C:27]3[CH:32]=[CH:31][N:30]([CH2:33][CH2:34][N:35]([CH3:37])[CH3:36])[C:29](=[O:38])[CH:28]=3)=[CH:21][N:20]=2)=[CH:8][CH:9]=1)[CH3:1]. Procedure details: 2-(2-Dimethylaminomethyl-5-furylmethylthio)ethylamine (4.00 g) and 2-nitroamino-5-[1-(2-dimethylaminoethyl)-2-oxopyridin-4-yl-methyl]pyrimidin-4-one (7.14 g) were refluxed in pyridine (50 ml) for 24 hours. The reaction mixture was evaporated under reduced pressure and the residue subjected to medium pressure column chromatography (Kieselgel 60 silica mesh - main column) using ethyl acetate:methanol (80:20→70:30) gradient elution. The fractions containing the desired title product were evaporated...